Dataset: the Open Reaction Database (ORD), a public repository of structured organic reaction records. Task: describe an organic reaction: reactants, conditions, products, and yield Reactants: C(C)(C)(C)[Si](N1C=CC2=CC=C(C=C12)Cl)(C)C (1-(tert-butyl-dimethyl-silanyl)-6-chloro-1H-indole), CCCC[N+](CCCC)(CCCC)CCCC.[F-] (TBAF), ClC1=NC(=NC=C1)NC1CC(NC(C1)(C)C)(C)C ((4-chloro-pyrimidin-2-yl)-(2,2,6,6-tetramethyl-piperidin-4-yl)-amine), TBDMS. The product is ClC1=CC=C2C(=CNC2=C1)C1=NC(=NC=C1)NC1CC(NC(C1)(C)C)(C)C ([4-(6-Chloro-1H-indol-3-yl)-pyrimidin-2-yl]-(2,2,6,6-tetramethyl-piperidin-4-yl)-amine). As a reaction SMILES: C([Si](C)(C)[N:6]1[C:14]2[C:9](=[CH:10][CH:11]=[C:12]([Cl:15])[CH:13]=2)[CH:8]=[CH:7]1)(C)(C)C.Cl[C:19]1[CH:24]=[CH:23][N:22]=[C:21]([NH:25][CH:26]2[CH2:31][C:30]([CH3:33])([CH3:32])[NH:29][C:28]([CH3:35])([CH3:34])[CH2:27]2)[N:20]=1.CCCC[N+](CCCC)(CCCC)CCCC.[F-]>>[Cl:15][C:12]1[CH:13]=[C:14]2[C:9]([C:8]([C:23]3[CH:24]=[CH:19][N:20]=[C:21]([NH:25][CH:26]4[CH2:31][C:30]([CH3:33])([CH3:32])[NH:29][C:28]([CH3:35])([CH3:34])[CH2:27]4)[N:22]=3)=[CH:7][NH:6]2)=[CH:10][CH:11]=1 |f:2.3|. Reported procedure: The title compound was prepared as described in Example 215, starting from 1-(tert-butyl-dimethyl-silanyl)-6-chloro-1H-indole (prepared by TBDMS protection of 6-chloro-1H-indole using standard procedures) and (4-chloro-pyrimidin-2-yl)-(2,2,6,6-tetramethyl-piperidin-4-yl)-amine, followed by in situ cleavage of the TBDMS protecting group with catalytic amounts of TBAF. Yield: 650 mg (77%). Starting materials: FC1=C(C=C(C=C1)C1=CN=C2N1N=CC(=N2)C(F)(F)F)OC (7-(4-fluoro-3-methoxyphenyl)-3-trifluoromethylimidazo[1,2-b][1,2,4]triazine), B(Br)(Br)Br (boron tribromide), [OH-].[Na+] (NaOH). The solvent is C(Cl)(Cl)Cl (chloroform). Reaction conditions: time 21 hour. Yields the product FC1=C(C=C(C=C1)C1=CN=C2N1N=CC(=N2)C(F)(F)F)O (2-Fluoro-5-(3-trifluoromethylimidazo[1,2-b][1,2,4]triazin-7-yl)phenol). The yield is 92.1%. Reaction SMILES: [F:1][C:2]1[CH:7]=[CH:6][C:5]([C:8]2[N:12]3[N:13]=[CH:14][C:15]([C:17]([F:20])([F:19])[F:18])=[N:16][C:11]3=[N:10][CH:9]=2)=[CH:4][C:3]=1[O:21]C.B(Br)(Br)Br.[OH-].[Na+]>C(Cl)(Cl)Cl>[F:1][C:2]1[CH:7]=[CH:6][C:5]([C:8]2[N:12]3[N:13]=[CH:14][C:15]([C:17]([F:18])([F:19])[F:20])=[N:16][C:11]3=[N:10][CH:9]=2)=[CH:4][C:3]=1[OH:21] |f:2.3|. Procedure details: To a stirred solution of 7-(4-fluoro-3-methoxyphenyl)-3-trifluoromethylimidazo[1,2-b][1,2,4]triazine (0.123 g, 0.397 mmol) in chloroform (5 ml) was added boron tribromide (1.19 ml, 1.91 mmol) and the mixture was stirred under nitrogen at room temperature for 21 h. 2 M NaOH (5 ml) was added and the mixture was stirred for 5 min producing a solid which was filtered and washed with water. The filtrate was washed with dichloromethane, and the aqueous layer was neutralised with concentrated hydrochlo... As a reaction SMILES: [F:1][C:2]([F:13])([F:12])[C:3]([O:5][CH2:6][CH2:7][O:8][CH2:9][CH:10]=[CH2:11])=[O:4].[SiH:14]([Cl:17])([Cl:16])[Cl:15]>>[F:1][C:2]([F:12])([F:13])[C:3]([O:5][CH2:6][CH2:7][O:8][CH2:9][CH2:10][CH2:11][Si:14]([Cl:17])([Cl:16])[Cl:15])=[O:4]. Conditions: time 20 hour. Yields the product FC(C(=O)OCCOCCC[Si](Cl)(Cl)Cl)(F)F (2-(3-trichlorosilyl-propyloxy)-ethyl trifluoroacetate). Reported procedure: In a heavy-walled tube equipped with a magnetic stir bar, ester (19) (3.97 g, 20.0 mmol, 1.0 equiv.) and H2PtCl6.6H2O (104 mg, 0.20 mmol, 1.0 mol. %) were loaded. The tube was transferred into a glovebox and HSiCl3 (4.10 mL, 40.2 mmol, 2.0 equiv.) was added to the solution. The tube was tightly fastened then removed from the glovebox. The resulting solution was stirred at room temperature for 20 h behind a protecting shield. Purification was achieved by Kugelrohr distillation under high vacuum a... Starting materials: FC(C(=O)OCCOCC=C)(F)F (2-allyloxy-ethyl trifluoroacetate), H2PtCl6.6H2O, [SiH](Cl)(Cl)Cl (HSiCl3). Yields the product BrC=1SC=C(N1)C(=O)O (2-bromo-4-thiazolecarboxylic acid). Procedure details: To a 100 mL 24/40 round bottom flask was charged 3.25 g (13.8 mmol) of 2-bromo-4-thiazolecarboxylic acid ethyl ester (Helv. Chim. Acta, 1942, 25, 1073) dissolved in 20 mL of 1N sodium hydroxide. The reaction was stirred at room temperature for 3 h, cooled down in an ice bath and acidified to pH 2 with SN hydrochloric acid. The white precipitate was filtered, washed with 20 mL cold water, and dried in a vacuum oven to give 2.7 g (94%) of 2-bromo-4-thiazolecarboxylic acid. m.p. 227-229° C., Rf =0.... RXN SMILES: C([O:3][C:4]([C:6]1[N:7]=[C:8]([Br:11])[S:9][CH:10]=1)=[O:5])C.Cl>[OH-].[Na+]>[Br:11][C:8]1[S:9][CH:10]=[C:6]([C:4]([OH:5])=[O:3])[N:7]=1 |f:2.3|. Run at time 3 hour. Starting materials: 24/40, C(C)OC(=O)C=1N=C(SC1)Br (2-bromo-4-thiazolecarboxylic acid ethyl ester), Cl (hydrochloric acid). The yield is 94.0%. Solvent: [OH-].[Na+] (sodium hydroxide). Reactants: IC=1C=C2C(C(NC2=CC1)=O)=O (5-iodo-1H-indole-2,3-dione), C1(=CC=C(C=C1)C(=O)NN)C1=CC=CC=C1 ((1,1′-biphenyl)-4-carbohydrazide). Solvent: C(C)(=O)O (acetic acid). Reaction conditions: temperature 100 celsius. The product is IC=1C=C2C(C(NC2=CC1)=O)=NNC(=O)C1=CC=C(C=C1)C1=CC=CC=C1 (N′-(5-Iodo-2-oxo-1,2-dihydro-3H-indol-3-ylidene)[1,1′-biphenyl]-4-carbohydrazide). Yield: 86.0%. RXN SMILES: [I:1][C:2]1[CH:3]=[C:4]2[C:8](=[CH:9][CH:10]=1)[NH:7][C:6](=[O:11])[C:5]2=O.[C:13]1([C:23]2[CH:28]=[CH:27][CH:26]=[CH:25][CH:24]=2)[CH:18]=[CH:17][C:16]([C:19]([NH:21][NH2:22])=[O:20])=[CH:15][CH:14]=1>C(O)(=O)C>[I:1][C:2]1[CH:3]=[C:4]2[C:8](=[CH:9][CH:10]=1)[NH:7][C:6](=[O:11])[C:5]2=[N:22][NH:21][C:19]([C:16]1[CH:17]=[CH:18][C:13]([C:23]2[CH:24]=[CH:25][CH:26]=[CH:27][CH:28]=2)=[CH:14][CH:15]=1)=[O:20]. Procedure details: Following the general method as outlined in Example 1, into a suspension of 5-iodo-1H-indole-2,3-dione in acetic acid was added (1,1′-biphenyl)-4-carbohydrazide. After stirring at 100° C., the reaction mixture was cooled to rt and a yellow solid precipitated out. Filtration on a fritté, washing with AcOH, water and drying under vacuo at 60° C. overnight gave 201 mg of the title compound (86%) as a yellow solid in 99.8% purity by HPLC (Rt: 6.49, gradient of 10 min, MaxPlot detection between 230 a... Reactants: [N-]=[N+]=[N-].[Na+] (Sodium azide), FC(C=1C=C(C(=O)N2[C@@H](CN(CC2)CC#N)CC2=CNC3=CC=CC=C23)C=C(C1)C(F)(F)F)(F)F ((2R)-1-[3,5-bis(trifluoromethyl)benzoyl]-4-(cyanomethyl)-2-(1H-indol-3-yl-methyl)piperazine), [Cl-].[NH4+] (ammonium chloride), [N-]=[N+]=[N-].[Na+] (sodium azide), [Cl-].[NH4+] (ammonium chloride). Run in CN(C=O)C (dimethylformamide). Run at temperature 115 celsius, time 16 hour. Product: Cl.FC(C=1C=C(C(=O)N2[C@@H](CN(CC2)CC2=NN=NN2)CC2=CNC3=CC=CC=C23)C=C(C1)C(F)(F)F)(F)F ((2R)-1-[3,5-bis(trifluoromethyl)benzoyl]-2-(1H-indol-3-yl-methyl)-4-(1H-tetrazol-5-yl-methyl)piperazine hydrochloride). Isolated yield 51.2%. RXN SMILES: [N-:1]=[N+:2]=[N-:3].[Na+].[F:5][C:6]([F:39])([F:38])[C:7]1[CH:8]=[C:9]([CH:31]=[C:32]([C:34]([F:37])([F:36])[F:35])[CH:33]=1)[C:10]([N:12]1[CH2:17][CH2:16][N:15]([CH2:18][C:19]#[N:20])[CH2:14][C@H:13]1[CH2:21][C:22]1[C:30]2[C:25](=[CH:26][CH:27]=[CH:28][CH:29]=2)[NH:24][CH:23]=1)=[O:11].[Cl-:40].[NH4+]>CN(C)C=O>[ClH:40].[F:38][C:6]([F:5])([F:39])[C:7]1[CH:8]=[C:9]([CH:31]=[C:32]([C:34]([F:36])([F:35])[F:37])[CH:33]=1)[C:10]([N:12]1[CH2:17][CH2:16][N:15]([CH2:18][C:19]2[NH:20][N:3]=[N:2][N:1]=2)[CH2:14][C@H:13]1[CH2:21][C:22]1[C:30]2[C:25](=[CH:26][CH:27]=[CH:28][CH:29]=2)[NH:24][CH:23]=1)=[O:11] |f:0.1,3.4,6.7|. Reported procedure: Sodium azide (0.21 g) was added to a stirred mixture of (2R)-1-[3,5-bis(trifluoromethyl)benzoyl]-4-(cyanomethyl)-2-(1H-indol-3-yl-methyl)piperazine (0.32 g) and ammonium chloride (0.17 g) in dimethylformamide (5 ml). The mixture was stirred at 115° C. for 16 hours. Additional sodium azide and ammonium chloride were added to the reaction mixture until the starting material was consumed. After cooling, the mixture was poured into ice-cold water. The resulting precipitate was collected by filtratio...